Dataset: the Open Reaction Database (ORD), a public repository of structured organic reaction records. Task: describe an organic reaction: reactants, conditions, products, and yield Starting materials: NC1=CC=C(C=2CCCCC12)C(=O)O (4-amino-5,6,7,8-tetrahydro-1-naphthalenecarboxylic acid), Cl[Sn]Cl (SnCl2), N(=O)[O-].[Na+] (NaNO2). The solvent is Cl (HCl), Cl (HCl), O (water). Reaction conditions: temperature -5 celsius. Product: Cl.N(N)C1=CC=C(C=2CCCCC12)C(=O)O (4-Hydrazino-5,6,7,8-tetrahydro-1-naphthalene-carboxylic acid hydrochloride). Yield: 73.3%. Reaction SMILES: [N:1]([O-])=O.[Na+].[NH2:5][C:6]1[C:15]2[CH2:14][CH2:13][CH2:12][CH2:11][C:10]=2[C:9]([C:16]([OH:18])=[O:17])=[CH:8][CH:7]=1.[Cl:19][Sn]Cl>O.Cl>[ClH:19].[NH:5]([C:6]1[C:15]2[CH2:14][CH2:13][CH2:12][CH2:11][C:10]=2[C:9]([C:16]([OH:18])=[O:17])=[CH:8][CH:7]=1)[NH2:1] |f:0.1,6.7|. Procedure: A solution of 0.26 g of NaNO2 in 1 ml of water is added to a solution, cooled to -5° C., of 0.73 g of 4-amino-5,6,7,8-tetrahydro-1-naphthalenecarboxylic acid in 10 ml of concentrated HCl. After one and a half hours of stirring at -5° C., a solution of 3.4 g of SnCl2 ·2H2O in 34 ml of concentrated HCl is added at -5° C. The mixture is stirred for 1 hour at RT and filtered, and the product is washed with concentrated HCl and dried under a stream of dry nitrogen to obtain 0.67 g of the expected hyd...